This data is from the Open Reaction Database (ORD), a public repository of structured organic reaction records. The task is: describe an organic reaction: reactants, conditions, products, and yield The reactants are ClC1=C(C=O)C=C(C=C1)Cl (2,5-dichlorobenzaldehyde), COC=1C=C(C=O)C=CC1 (3-methoxybenzaldehyde), Cl.C(C1=CC=CC=C1)C(C(=O)C1=C(C=C(C=C1)Cl)Cl)CN(C)C ((2RS)-2-benzyl-1-(2,4-dichlorophenyl)-3-dimethylaminopropan-1-one hydrochloride). Yields the product Cl.C(C1=CC=CC=C1)C(C(=O)C1=C(C=CC(=C1)Cl)Cl)CN(C)C ((2RS)-2-benzyl-1-(2,5-dichlorophenyl)-3-dimethylaminopropan-1-one hydrochloride). Reaction SMILES: [Cl:1]C1C=CC(Cl)=CC=1C=O.COC1C=C(C=CC=1)C=O.[ClH:21].[CH2:22]([CH:29]([CH2:40][N:41]([CH3:43])[CH3:42])[C:30]([C:32]1[CH:37]=[CH:36][C:35](Cl)=[CH:34][C:33]=1[Cl:39])=[O:31])[C:23]1[CH:28]=[CH:27][CH:26]=[CH:25][CH:24]=1>>[ClH:1].[CH2:22]([CH:29]([CH2:40][N:41]([CH3:43])[CH3:42])[C:30]([C:32]1[CH:37]=[C:36]([Cl:21])[CH:35]=[CH:34][C:33]=1[Cl:39])=[O:31])[C:23]1[CH:24]=[CH:25][CH:26]=[CH:27][CH:28]=1 |f:2.3,4.5|. Procedure details: The synthesis was carried out according to the procedure of Example 1, except that 5.0 g (0.028 mole) of 2,5-dichlorobenzaldehyde were used instead of 3-methoxybenzaldehyde. The reaction steps involving Grignard reaction, oxidation and Mannich reaction led to a total yield of 1.4 g (14%) of (2RS)-2-benzyl-1-(2,4-dichlorophenyl)-3-dimethylaminopropan-1-one hydrochloride with a melting point of 140° C. The reactants are O=C1CCC(=O)N1Br, CC#N, Oc1cccc2ccccc12. Product: Oc1ccc(Br)c2ccccc12. RXN SMILES: [Br:12][N:13]1[C:14](=[O:15])[CH2:16][CH2:17][C:18]1=[O:19].[CH3:20][C:21]#[N:22].[c:1]1([OH:11])[cH:2][cH:3][cH:4][c:5]2[cH:6][cH:7][cH:8][cH:9][c:10]12>>[c:1]1([OH:11])[cH:2][cH:3][c:4]([Br:12])[c:5]2[cH:6][cH:7][cH:8][cH:9][c:10]12.